From a dataset of the Open Reaction Database (ORD), a public repository of structured organic reaction records. describe an organic reaction: reactants, conditions, products, and yield Starting materials: OC1=NN2C(C=N1)=C(C=C2C2=C(C=CC=C2)N(S(=O)(=O)C)C)C (N-[2-(2-Hydroxy-5-methyl-pyrrolo[2,1-f][1,2,4]triazin-7-yl)-phenyl]-N-methyl-methanesulfonamide), C(C)(C)N(C(C)C)CC (N,N-Diisopropylethylamine), C1=CC=C(C=C1)N(S(=O)(=O)C(F)(F)F)S(=O)(=O)C(F)(F)F (N-Phenylbis(trifluoromethanesulphonimide)), C(C)(C)(C)OC(=O)N1CCC(CC1)C1=CC(=C(C=C1)N)OC (4-(4-Amino-3-methoxy-phenyl)-piperidine-1-carboxylic acid tert-butyl ester), C(Cl)Cl (Methylene chloride), FC(C(=O)O)(F)F (Trifluoroacetic Acid). Solvent: CN(C=O)C (N,N-Dimethylformamide). Conditions: time 30 minute. Yields the product COC1=C(C=CC(=C1)C1CCNCC1)NC1=NN2C(C=N1)=C(C=C2C2=C(C=CC=C2)N(S(=O)(=O)C)C)C (N-{2-[2-(2-Methoxy-4-piperidin-4-yl-phenylamino)-5-methyl-pyrrolo[2,1-f][1,2,4]triazin-7-yl]-phenyl}-N-methyl-methanesulfonamide), solid. Isolated yield 41.0%. Reaction SMILES: O[C:2]1[N:7]=[CH:6][C:5]2=[C:8]([CH3:23])[CH:9]=[C:10]([C:11]3[CH:16]=[CH:15][CH:14]=[CH:13][C:12]=3[N:17]([CH3:22])[S:18]([CH3:21])(=[O:20])=[O:19])[N:4]2[N:3]=1.C(N(CC)C(C)C)(C)C.C1C=CC(N(S(C(F)(F)F)(=O)=O)S(C(F)(F)F)(=O)=O)=CC=1.C(OC([N:61]1[CH2:66][CH2:65][CH:64]([C:67]2[CH:72]=[CH:71][C:70]([NH2:73])=[C:69]([O:74][CH3:75])[CH:68]=2)[CH2:63][CH2:62]1)=O)(C)(C)C.C(Cl)Cl.FC(F)(F)C(O)=O>CN(C)C=O>[CH3:75][O:74][C:69]1[CH:68]=[C:67]([CH:64]2[CH2:63][CH2:62][NH:61][CH2:66][CH2:65]2)[CH:72]=[CH:71][C:70]=1[NH:73][C:2]1[N:7]=[CH:6][C:5]2=[C:8]([CH3:23])[CH:9]=[C:10]([C:11]3[CH:16]=[CH:15][CH:14]=[CH:13][C:12]=3[N:17]([CH3:22])[S:18]([CH3:21])(=[O:20])=[O:19])[N:4]2[N:3]=1. Procedure details: Into a 8-dram vial, N-[2-(2-Hydroxy-5-methyl-pyrrolo[2,1-f][1,2,4]triazin-7-yl)-phenyl]-N-methyl-methanesulfonamide (210 mg, 0.63 mmol), N,N-Dimethylformamide (2.33 mL), N,N-Diisopropylethylamine (0.247 mL, 1.42 mmol), and N-Phenylbis(trifluoromethanesulphonimide) (0.276 g, 0.773 mmol) were added. The reaction was stirred at room temperature for 30 minutes. 4-(4-Amino-3-methoxy-phenyl)-piperidine-1-carboxylic acid tert-butyl ester (0.434 g, 1.42 mmol) was then added. The reaction mixture was hea... Starting materials: Cc1nc(N2CCC(CO)CC2)c2c(C)cn(-c3c(C)cc(Br)cc3C)c2n1, CN(C)c1ccncc1, ClCCl, CCOP(=O)(Cl)OCC. Product: CCOP(=O)(OCC)OCC1CCN(c2nc(C)nc3c2c(C)cn3-c2c(C)cc(Br)cc2C)CC1. Reaction SMILES: [Br:1][c:2]1[cH:3][c:4]([CH3:28])[c:5](-[n:9]2[cH:10][c:11]([CH3:27])[c:12]3[c:13]2[n:14][c:15]([CH3:26])[n:16][c:17]3[N:18]2[CH2:19][CH2:20][CH:21]([CH2:24][OH:25])[CH2:22][CH2:23]2)[c:6]([CH3:8])[cH:7]1.[CH3:38][N:39]([CH3:40])[c:41]1[cH:42][cH:43][n:44][cH:45][cH:46]1.[Cl:47][CH2:48][Cl:49].[P:29](=[O:30])([O:31][CH2:32][CH3:33])([O:34][CH2:35][CH3:36])[Cl:37]>>[Br:1][c:2]1[cH:3][c:4]([CH3:28])[c:5](-[n:9]2[cH:10][c:11]([CH3:27])[c:12]3[c:13]2[n:14][c:15]([CH3:26])[n:16][c:17]3[N:18]2[CH2:19][CH2:20][CH:21]([CH2:24][O:25][P:29](=[O:30])([O:31][CH2:32][CH3:33])[O:34][CH2:35][CH3:36])[CH2:22][CH2:23]2)[c:6]([CH3:8])[cH:7]1. Starting materials: FC1=C(C#N)C=C(C=C1)C(F)(F)F (2-fluoro-5-(trifluoromethyl)benzonitrile), ClC=1C=C2C=CNC2=CC1 (5-chloro-1H-indole), C([O-])([O-])=O.[K+].[K+] (potassium carbonate), CS(=O)C (DMSO). Solvent: O (water). Run at temperature 100 celsius, time 14 hour. Yields the product ClC=1C=C2C=CN(C2=CC1)C1=C(C#N)C=C(C=C1)C(F)(F)F (2-(5-chloro-1H-indol-1-yl)-5-(trifluoromethyl)benzonitrile). The yield is 98.1%. As a reaction SMILES: F[C:2]1[CH:9]=[CH:8][C:7]([C:10]([F:13])([F:12])[F:11])=[CH:6][C:3]=1[C:4]#[N:5].[Cl:14][C:15]1[CH:16]=[C:17]2[C:21](=[CH:22][CH:23]=1)[NH:20][CH:19]=[CH:18]2.C(=O)([O-])[O-].[K+].[K+].CS(C)=O>O>[Cl:14][C:15]1[CH:16]=[C:17]2[C:21](=[CH:22][CH:23]=1)[N:20]([C:2]1[CH:9]=[CH:8][C:7]([C:10]([F:13])([F:12])[F:11])=[CH:6][C:3]=1[C:4]#[N:5])[CH:19]=[CH:18]2 |f:2.3.4|. Procedure: A mixture of 2-fluoro-5-(trifluoromethyl)benzonitrile (1000 mg), 5-chloro-1H-indole (800 mg), potassium carbonate (1.8 g), and DMSO (10 ml) was stirred at 100° C. for 14 hours. The reaction mixture was cooled to room temperature, and water was added thereto, followed by extraction with ethyl acetate. The organic layer was washed with water and saturated brine, and dried over anhydrous sodium sulfate. After filtration, the filtrate was concentrated under reduced pressure to obtain 2-(5-chloro-1H-... Starting materials: C(C)N1N=CC=2C1=NC(=C(C2NC2CCOCC2)CNC(CCCC(=O)OC)=O)CC (methyl 5-({[1,6-diethyl-4-(tetrahydro-2H-pyran-4-ylamino)-1H-pyrazolo[3,4-b]pyridin-5-yl]methyl}amino)-5-oxopentanoate), O[Li].O (LiOH.H2O), Cl (HCl). The solvent is CO.O (MeOH H2O). Reaction conditions: time 16 hour. Product: C(C)N1N=CC=2C1=NC(=C(C2NC2CCOCC2)CNC(CCCC(=O)O)=O)CC (5-({[1,6-Diethyl-4-(tetrahydro-2H-pyran-4-ylamino)-1H-pyrazolo[3,4-b]pyridin-5-yl]methyl}amino)-5-oxopentanoic acid). The yield is 82.8%. As a reaction SMILES: [CH2:1]([N:3]1[C:7]2=[N:8][C:9]([CH2:30][CH3:31])=[C:10]([CH2:19][NH:20][C:21](=[O:29])[CH2:22][CH2:23][CH2:24][C:25]([O:27]C)=[O:26])[C:11]([NH:12][CH:13]3[CH2:18][CH2:17][O:16][CH2:15][CH2:14]3)=[C:6]2[CH:5]=[N:4]1)[CH3:2].O[Li].O.Cl>CO.O>[CH2:1]([N:3]1[C:7]2=[N:8][C:9]([CH2:30][CH3:31])=[C:10]([CH2:19][NH:20][C:21](=[O:29])[CH2:22][CH2:23][CH2:24][C:25]([OH:27])=[O:26])[C:11]([NH:12][CH:13]3[CH2:14][CH2:15][O:16][CH2:17][CH2:18]3)=[C:6]2[CH:5]=[N:4]1)[CH3:2] |f:1.2,4.5|. Procedure: To methyl 5-({[1,6-diethyl-4-(tetrahydro-2H-pyran-4-ylamino)-1H-pyrazolo[3,4-b]pyridin-5-yl]methyl}amino)-5-oxopentanoate (0.450 g, 1.043 mmol) in MeOH/H2O was added LiOH.H2O and stirred at room temperature for 16 h. The mixture was the acidified with HCl (1 N) and extracted with DCM/i-PrOH (3/1) which was dried over Na2SO4 and concentrated to afford the title compound (0.3606 g, 82.84%). LC-MS m/z 418 (M+H)+. Starting materials: CN(CCc1ccccc1)C1CCNCC1, ClC(Cl)Cl, [N-]=C=O, Oc1ccccc1. Product: CN(CCc1ccccc1)C1CCN(C(=O)Nc2ccccc2)CC1. As a reaction SMILES: [CH3:11][N:12]([CH2:13][CH2:14][c:15]1[cH:16][cH:17][cH:18][cH:19][cH:20]1)[CH:21]1[CH2:22][CH2:23][NH:24][CH2:25][CH2:26]1.[CH:27]([Cl:28])([Cl:29])[Cl:30].[N-:1]=[C:2]=[O:3].[c:4]1([OH:10])[cH:5][cH:6][cH:7][cH:8][cH:9]1>>[NH:1]([C:2](=[O:3])[N:24]1[CH2:23][CH2:22][CH:21]([N:12]([CH3:11])[CH2:13][CH2:14][c:15]2[cH:16][cH:17][cH:18][cH:19][cH:20]2)[CH2:26][CH2:25]1)[c:4]1[cH:5][cH:6][cH:7][cH:8][cH:9]1.